The task is: describe an organic reaction: reactants, conditions, products, and yield. This data is from the Open Reaction Database (ORD), a public repository of structured organic reaction records. Reactants: CC(=O)O[BH-](OC(C)=O)OC(C)=O, O=C([O-])O, CC(=O)O, ClC(Cl)Cl, COc1ccc2ncc(=O)n(CCN3CCC(N)CC3)c2c1, [Na+], [Na+], O=Cc1ccc2c(c1)OC=CO2. Yields the product COc1ccc2ncc(=O)n(CCN3CCC(NCc4ccc5c(c4)OC=CO5)CC3)c2c1. RXN SMILES: [C:35]([O:36][BH-:37]([O:38][C:39](=[O:40])[CH3:41])[O:42][C:43](=[O:44])[CH3:45])(=[O:46])[CH3:47].[C:49](=[O:50])([O-:51])[OH:52].[CH3:54][C:55](=[O:56])[OH:57].[CH:58]([Cl:59])([Cl:60])[Cl:61].[NH2:1][CH:2]1[CH2:3][CH2:4][N:5]([CH2:8][CH2:9][n:10]2[c:11](=[O:22])[cH:12][n:13][c:14]3[cH:15][cH:16][c:17]([O:20][CH3:21])[cH:18][c:19]23)[CH2:6][CH2:7]1.[Na+:48].[Na+:53].[O:23]1[CH:24]=[CH:25][O:26][c:27]2[c:28]1[cH:29][cH:30][c:31]([CH:33]=[O:34])[cH:32]2>>[NH:1]([CH:2]1[CH2:3][CH2:4][N:5]([CH2:8][CH2:9][n:10]2[c:11](=[O:22])[cH:12][n:13][c:14]3[cH:15][cH:16][c:17]([O:20][CH3:21])[cH:18][c:19]23)[CH2:6][CH2:7]1)[CH2:33][c:31]1[cH:30][cH:29][c:28]2[c:27]([cH:32]1)[O:26][CH:25]=[CH:24][O:23]2. The reactants are BrC=1C=C(C=2C=CC=NC2C1)O (7-Bromo-quinolin-5-ol), OCC1=C(C(=O)N)C=CC=N1 (2-(hydroxymethyl)nicotinamide), C1(=CC=CC=C1)P(C1=CC=CC=C1)C1=CC=CC=C1 (triphenylphosphine), C(C)(C)(C)OC(=O)N=NC(=O)OC(C)(C)C (Di-tertbutyl-azodicarboxylate). The solvent is C(Cl)Cl (DCM), C1CCOC1 (THF). Yields the product BrC1=CC(=C2C=CC=NC2=C1)OCC1=C(C(=O)N)C=CC=N1 (2-((7-bromoquinolin-5-yloxy)methyl)nicotinamide). The yield is 45.0%. As a reaction SMILES: [Br:1][C:2]1[CH:3]=[C:4]([OH:12])[C:5]2[CH:6]=[CH:7][CH:8]=[N:9][C:10]=2[CH:11]=1.O[CH2:14][C:15]1[N:23]=[CH:22][CH:21]=[CH:20][C:16]=1[C:17]([NH2:19])=[O:18].C1(P(C2C=CC=CC=2)C2C=CC=CC=2)C=CC=CC=1.C(OC(N=NC(OC(C)(C)C)=O)=O)(C)(C)C>C(Cl)Cl.C1COCC1>[Br:1][C:2]1[CH:11]=[C:10]2[C:5]([CH:6]=[CH:7][CH:8]=[N:9]2)=[C:4]([O:12][CH2:14][C:15]2[N:23]=[CH:22][CH:21]=[CH:20][C:16]=2[C:17]([NH2:19])=[O:18])[CH:3]=1. Procedure: 100 mg 7-Bromo-quinolin-5-ol, 77.5 mg of 2-(hydroxymethyl)nicotinamide 3.7, 233.5 mg of triphenylphosphine and 205 mg of Di-tertbutyl-azodicarboxylate (DBAD) were dissolved in 2.5 mL of DCM and 7.5 mL of THF under Argon at room temperature. After 14 h the precipitate was collected and dried. The mother liquor was concentrated and the formed precipitate again collected to yield 72 mg Example 22. The reactants are ClCC1OC1 (2-chloromethyloxirane), O (water), C(C)NCC (diethylamine). Reaction conditions: temperature 31.5 celsius, time 6 hour. Yields the product ClCC(CN(CC)CC)O (1-chloro-3-diethylamino-propan-2-ol). As a reaction SMILES: [Cl:1][CH2:2][CH:3]1[CH2:5][O:4]1.O.[CH2:7]([NH:9][CH2:10][CH3:11])[CH3:8]>>[Cl:1][CH2:2][CH:3]([OH:4])[CH2:5][N:9]([CH2:10][CH3:11])[CH2:7][CH3:8]. Procedure: To 2-chloromethyloxirane (95 g, 1.03 mole) was added a mixture of water (3.08 g, 0.17 mole) and diethylamine (106.2 mL, 1.03 mole) at 30° C. The reaction mixture was then stirred at 28-35° C. for 6 hour and cooled to 20-25° C. to give 1-chloro-3-diethylamino-propan-2-ol. Starting materials: C(CCCCCCCCCCCCCCC)S(=O)(=O)Cl (hexadecylsulfonyl chloride), NC=1C=C2C=C(NC2=CC1)C1=CC=CC=C1 (5-amino-2-phenylindole), O (water). The solvent is N1=CC=CC=C1 (pyridine). Run at time 2 hour. The product is C(CCCCCCCCCCCCCCC)S(=O)(=O)NC=1C=C2C=C(NC2=CC1)C1=CC=CC=C1 (5-Hexadecylsulfonylamino-2-phenyl-indole). As a reaction SMILES: [NH2:1][C:2]1[CH:3]=[C:4]2[C:8](=[CH:9][CH:10]=1)[NH:7][C:6]([C:11]1[CH:16]=[CH:15][CH:14]=[CH:13][CH:12]=1)=[CH:5]2.[CH2:17]([S:33](Cl)(=[O:35])=[O:34])[CH2:18][CH2:19][CH2:20][CH2:21][CH2:22][CH2:23][CH2:24][CH2:25][CH2:26][CH2:27][CH2:28][CH2:29][CH2:30][CH2:31][CH3:32].O>N1C=CC=CC=1>[CH2:17]([S:33]([NH:1][C:2]1[CH:3]=[C:4]2[C:8](=[CH:9][CH:10]=1)[NH:7][C:6]([C:11]1[CH:16]=[CH:15][CH:14]=[CH:13][CH:12]=1)=[CH:5]2)(=[O:35])=[O:34])[CH2:18][CH2:19][CH2:20][CH2:21][CH2:22][CH2:23][CH2:24][CH2:25][CH2:26][CH2:27][CH2:28][CH2:29][CH2:30][CH2:31][CH3:32]. Reported procedure: 20.8 g of 5-amino-2-phenylindole are dissolved in 200 ml of pyridine, and 32.45 g of hexadecylsulfonyl chloride are added. After stirring for 2 hours at room temperature, a precipitate is obtained by the addition of water. The precipitate is suction filtered and washed with water. It is then stirred into methanol in the cold, suction filtered and recrystallized from ethanol with the addition of a saturated aqueous sodium dithionite solution. The precipitate is suction filtered, washed with water...